This data is from the Open Reaction Database (ORD), a public repository of structured organic reaction records. The task is: describe an organic reaction: reactants, conditions, products, and yield The reactants are C(C)(=O)[O-].[NH4+] (ammonium acetate), C=O (formalin), C(C)(C)(C)C=1C=C(CO)C=C(C1O)C(C)(C)C (3,5-ditert.butyl-4-hydroxybenzyl alcohol). Run in O (water), C(C)(=O)O (acetic acid), O (water). Product: C(C)(C)(C)C=1C=C(C=O)C=C(C1O)C(C)(C)C (3,5-ditert.butyl-4-hydroxybenzaldehyde). The yield is 68.3%. RXN SMILES: C([O-])(=O)C.[NH4+].C=O.[C:8]([C:12]1[CH:13]=[C:14]([CH:17]=[C:18]([C:21]([CH3:24])([CH3:23])[CH3:22])[C:19]=1[OH:20])[CH2:15][OH:16])([CH3:11])([CH3:10])[CH3:9]>O.C(O)(=O)C>[C:21]([C:18]1[CH:17]=[C:14]([CH:13]=[C:12]([C:8]([CH3:11])([CH3:10])[CH3:9])[C:19]=1[OH:20])[CH:15]=[O:16])([CH3:24])([CH3:23])[CH3:22] |f:0.1|. Procedure details: A 500 ml reaction flask fitted with a mechanical stirrer, heating mantle, thermometer and water-cooled condenser was charged with 100 ml of glacial acetic acid and 17 ml of water. To the stirred solution there were added 30.8 g (0.4 mole) of ammonium acetate, 48.7 g of 37% formalin (0.60 mole formaldehyde) and 11.8 g (0.05 mole) of 3,5-ditert.butyl-4-hydroxybenzyl alcohol. The reaction flask was equipped with a take-off head to remove the methanol which is present in commercially available forma... The reactants are C=1C=CC=2C(C1)=C3NC2N=C4C=5C=CC=CC5C(=N4)N=C6C=7C=CC=CC7C(N6)=NC=8C=9C=CC=CC9C(=N3)N8 (phthalocyanine), ice water, C1=CC=C2C(=C1)C3=NC4=C5C=CC=CC5=C([N-]4)N=C6C7=CC=CC=C7C(=N6)N=C8C9=CC=CC=C9C(=N8)N=C2[N-]3.[O-2].[Ti+4] (TiOPc). The solvent is S(O)(O)(=O)=O (sulfuric acid), S(O)(O)(=O)=O (sulfuric acid). Run at temperature 5 celsius, time 1 hour. The product is [Ti].C=1C=CC=2C(C1)=C3NC2N=C4C=5C=CC=CC5C(=N4)N=C6C=7C=CC=CC7C(N6)=NC=8C=9C=CC=CC9C(=N3)N8 (titanium phthalocyanine). RXN SMILES: [CH:1]1[CH:2]=[CH:3][C:4]2[C:5](=[C:7]3[N:39]=[C:38]4[N:40]=[C:31]([C:32]5[CH:33]=[CH:34][CH:35]=[CH:36][C:37]=54)[N:30]=[C:28]4[NH:29][C:21]([C:22]5[CH:23]=[CH:24][CH:25]=[CH:26][C:27]=54)=[N:20][C:18]4=[N:19][C:11]([C:12]5[CH:13]=[CH:14][CH:15]=[CH:16][C:17]=54)=[N:10][C:9]=2[NH:8]3)[CH:6]=1.C1C=C2C3[N-]C(C2=CC=1)=NC1=NC(C2C1=CC=CC=2)=NC1=NC(C2C1=CC=CC=2)=NC1[N-]C(=C2C=1C=CC=C2)N=3.[O-2].[Ti+4:82]>S(=O)(=O)(O)O>[Ti:82].[CH:2]1[CH:1]=[CH:6][C:5]2[C:4](=[C:9]3[N:10]=[C:11]4[N:19]=[C:18]([C:17]5[CH:16]=[CH:15][CH:14]=[CH:13][C:12]=54)[N:20]=[C:21]4[NH:29][C:28]([C:27]5[CH:26]=[CH:25][CH:24]=[CH:23][C:22]=54)=[N:30][C:31]4=[N:40][C:38]([C:37]5[CH:36]=[CH:35][CH:34]=[CH:33][C:32]=54)=[N:39][C:7]=2[NH:8]3)[CH:3]=1 |f:1.2.3,5.6|. Procedure: The phthalocyanine derivative prepared in Referential Example or the other material was added, in a proportion shown in Table 7, to 10 parts of the TiOPc crude prepared in Example 1, and mixed together and then the mixture was gradually dissolved in 200 parts of 97% sulfuric acid solution at 2° C., and the resulting mixture was stirred for 1 hour with maintaining its temperature at not higher than 5° C. Then, this sulfuric acid solution was slowly poured into 2000 parts of ice water with stirrin... Starting materials: [N+](=O)([O-])C1=C(C=O)C=CC=C1 (2-nitrobenzaldehyde), N (ammonia). Reagents/catalysts: O.O.O.O.O.O.O.S(=O)(=O)([O-])[O-].[Fe+2] (iron(II) sulfate heptahydrate). Run in C(C)O (ethanol), O (water). Run at temperature 100 celsius. Product: NC1=C(C=O)C=CC=C1 (2-aminobenzaldehyde). Reaction SMILES: [N+:1]([C:4]1[CH:11]=[CH:10][CH:9]=[CH:8][C:5]=1[CH:6]=[O:7])([O-])=O.N>C(O)C.O.O.O.O.O.O.O.O.S([O-])([O-])(=O)=O.[Fe+2]>[NH2:1][C:4]1[CH:11]=[CH:10][CH:9]=[CH:8][C:5]=1[CH:6]=[O:7] |f:4.5.6.7.8.9.10.11.12|. Procedure: A mixture of 2-nitrobenzaldehyde (10.0 g, 66.2 mmol) and iron(II) sulfate heptahydrate (129 g, 464 mmol) in ethanol (150 mL) and water (150 mL) was heated at 100° C. for 5 min, and then 28% aqueous ammonia (173 mL) was added dropwise carefully at same temperature. The reaction mixture was filtrated through Celite with diethyl ether. The organic layer was washed with water and saturated brine, dried over sodium sulfate, filtrated and concentrated in vacuo to give the crude 2-aminobenzaldehyde. Reactants: crude mixture, CC1=NNC2=CC(=CC=C12)NC1=NN2C(C=CC=C2CN2C(C=CC=C2)=O)=N1 ((2-(3-methyl-1H-indazol-6-ylamino)-[1,2,4]triazolo[1,5-a]pyridin-5-ylmethyl)pyridin-2(1H)-one), C(CO)O (ethylene glycol), (2-methoxypyridin-4-yl)(2-(3-methyl-1H-indazol-6-ylamino)-[1,2,4]triazolo[1,5-c]pyridin-5-yl)methanone, O.NN (hydrazine hydrate), [OH-].[K+] (potassium hydroxide). The solvent is O (water). Conditions: temperature 190 celsius, time 8 hour. The product is CC1=NNC2=CC(=CC=C12)NC1=NN2C(C=CC=C2CC2=CC(=NC=C2)O)=N1 (4-((2-(3-methyl-1H-indazol-6-ylamino)-[1,2,4]triazolo[1,5-a]pyridin-5-yl)methyl)pyridin-2-ol). The yield is 4.8%. RXN SMILES: [CH3:1][C:2]1[C:10]2[C:5](=[CH:6][C:7]([NH:11][C:12]3[N:28]=[C:15]4[CH:16]=[CH:17][CH:18]=[C:19]([CH2:20]N5C=CC=CC5=O)[N:14]4[N:13]=3)=[CH:8][CH:9]=2)[NH:4][N:3]=1.O.NN.[OH-].[K+].[CH2:34]([OH:37])[CH2:35]O>O>[CH3:1][C:2]1[C:10]2[C:5](=[CH:6][C:7]([NH:11][C:12]3[N:28]=[C:15]4[CH:16]=[CH:17][CH:18]=[C:19]([CH2:20][C:9]5[CH:10]=[CH:2][N:3]=[C:34]([OH:37])[CH:35]=5)[N:14]4[N:13]=3)=[CH:8][CH:9]=2)[NH:4][N:3]=1 |f:1.2,3.4|. Procedure: 4-((2-(3-methyl-1H-indazol-6-ylamino)-[1,2,4]triazolo[1,5-a]pyridin-5-ylmethyl)pyridin-2(1H)-one. To a solution/suspension of (2-methoxypyridin-4-yl)(2-(3-methyl-1H-indazol-6-ylamino)-[1,2,4]triazolo[1,5-c]pyridin-5-yl)methanone (400 mg, 0.847 mmol), in a 50 mL pressure vial, hydrazine hydrate (1.232 mL, 25.4 mmol), and potassium hydroxide (1188 mg, 21.17 mmol) were added followed by ethylene glycol (10 mL). The reaction mixture was heated to 190° C., and was left to stir overnight, then checked...